describe an organic reaction: reactants, conditions, products, and yield From a dataset of the Open Reaction Database (ORD), a public repository of structured organic reaction records. Starting materials: IC=1C=NNC1 (4-iodo-1H-pyrazole), C(CCC)[Li] (butyl lithium), FC1(CCC(CC1)=O)F (4,4-difluorocyclohexanone). Solvent: C1CCOC1 (THF). The product is FC1(CCC(CC1)(O)C=1C=NNC1)F (4,4-Difluoro-1-(1H-pyrazol-4-yl)cyclohexanol). The yield is 38.2%. As a reaction SMILES: I[C:2]1[CH:3]=[N:4][NH:5][CH:6]=1.C([Li])CCC.[F:12][C:13]1([F:20])[CH2:18][CH2:17][C:16](=[O:19])[CH2:15][CH2:14]1>C1COCC1>[F:12][C:13]1([F:20])[CH2:18][CH2:17][C:16]([C:2]2[CH:3]=[N:4][NH:5][CH:6]=2)([OH:19])[CH2:15][CH2:14]1. Procedure: The reaction and aftertreatment were conducted in the same manner as in Example 8a by using 4-iodo-1H-pyrazole (5.82 g, 30.0 mmol), butyl lithium (2.69 M solution in hexane; 22.3 mL, 60.0 mmol), 4,4-difluorocyclohexanone (4.43 g, 33.0 mmol) and THF (120 mL), to yield the title compound (2.32 g, 55%) as a pale yellow solid. Reactants: P(=O)(Cl)(Cl)Cl (Phosphorus oxychloride), B2, ClC1=C(N=C(NC1=O)C1CC1)C(=O)O (5-chloro-2-cyclopropyl-1,6-dihydro-6-oxo-4-pyrimidinecarboxylic acid), ClC1=C(N=C(NC1=O)C1CC1)C(=O)O (5-chloro-2-cyclopropyl-1,6-dihydro-6-oxo-4-pyrimidine-carboxylic acid). Conditions: temperature 90 celsius, time 1 hour. The product is ClC=1C(=NC(=NC1Cl)C1CC1)C(=O)O (5,6-dichloro-2-cyclopropyl-4-pyrimidinecarboxylic acid). RXN SMILES: P(Cl)(Cl)([Cl:3])=O.[Cl:6][C:7]1[C:12](=O)[NH:11][C:10]([CH:14]2[CH2:16][CH2:15]2)=[N:9][C:8]=1[C:17]([OH:19])=[O:18]>>[Cl:6][C:7]1[C:8]([C:17]([OH:19])=[O:18])=[N:9][C:10]([CH:14]2[CH2:16][CH2:15]2)=[N:11][C:12]=1[Cl:3]. Procedure details: Phosphorus oxychloride (200 mL, 328 g, 2.14 mol) and 5-chloro-2-cyclopropyl-1,6-dihydro-6-oxo-4-pyrimidinecarboxylic acid (i.e. the product of Step B1 or B2) (96.8 g, 451 mmol) were combined and heated at 90° C. for 5 h. The reaction mixture was cooled to 50-60° C. and concentrated at reduced pressure to half volume. After cooling to 30° C. the reaction mixture was added over 60 minutes to a mixture of t-butanol (200 mL) and water (300 mL), with the temperature maintained at 8-10° C. The mixture... The reactants are [Si](C)(C)(C(C)(C)C)OC[C@H](C1=CC(=C(C=C1)F)Cl)NC(=O)N1CC=2N=C(N=CC2C(C1)O)NC(C)C (N—((S)-2-(tert-butyldimethylsilyloxy)-1-(3-chloro-4-fluorophenyl)ethyl)-5-hydroxy-2-(isopropylamino)-5,6-dihydropyrido[3,4-d]pyrimidine-7(8H)-carboxamide), CCCC[N+](CCCC)(CCCC)CCCC.[F-] (TBAF). Run in C1CCOC1 (THF). Reaction conditions: time 2 hour. Yields the product ClC=1C=C(C=CC1F)[C@@H](CO)NC(=O)N1CC=2N=C(N=CC2C(C1)O)NC(C)C (N—((S)-1-(3-chloro-4-fluorophenyl)-2-hydroxyethyl)-5-hydroxy-2-(isopropylamino)-5,6-dihydropyrido[3,4-d]pyrimidine-7(8H)-carboxamide). Reaction SMILES: [Si]([O:8][CH2:9][C@@H:10]([NH:19][C:20]([N:22]1[CH2:31][CH:30]([OH:32])[C:29]2[CH:28]=[N:27][C:26]([NH:33][CH:34]([CH3:36])[CH3:35])=[N:25][C:24]=2[CH2:23]1)=[O:21])[C:11]1[CH:16]=[CH:15][C:14]([F:17])=[C:13]([Cl:18])[CH:12]=1)(C(C)(C)C)(C)C.CCCC[N+](CCCC)(CCCC)CCCC.[F-]>C1COCC1>[Cl:18][C:13]1[CH:12]=[C:11]([C@H:10]([NH:19][C:20]([N:22]2[CH2:31][CH:30]([OH:32])[C:29]3[CH:28]=[N:27][C:26]([NH:33][CH:34]([CH3:36])[CH3:35])=[N:25][C:24]=3[CH2:23]2)=[O:21])[CH2:9][OH:8])[CH:16]=[CH:15][C:14]=1[F:17] |f:1.2|. Procedure: To a solution of 132 (35 mg, 0.0650 mmol) in THF (1 mL) cooled to 0° C. was added TBAF (91 μL, 0.0911 mmol) and reaction was stirred at RT for 2 h. The reaction was concentrated and the resulting residue was purified on a reverse phase column (SP4) eluting with a MeCN/H2O gradient (5 to 95% MeCN) to afford 17.2 mg (62.4%) of I-20: LCMS (ACPI-pos) m/z 424.1 (M+H)+. Reactants: CC(C)C1=CC(=C(C(=C1)C(C)C)C2=C(C=CC=C2)P(C3CCCCC3)C4CCCCC4)C(C)C (X-Phos), NC1=NN(C=C1C(=O)OC)C1(CCN(CC1)C(=O)OC(C)(C)C)CC#N (tert-butyl 4-[3-amino-4-(methoxycarbonyl)-1H-pyrazol-1-yl]-4-(cyanomethyl)piperidine-1-carboxylate), [O-]P(=O)([O-])[O-].[K+].[K+].[K+] (K3PO4), BrC1=CC=CC=C1 (bromobenzene). Reagents/catalysts: C=1C=CC(=CC1)/C=C/C(=O)/C=C/C2=CC=CC=C2.C=1C=CC(=CC1)/C=C/C(=O)/C=C/C2=CC=CC=C2.C=1C=CC(=CC1)/C=C/C(=O)/C=C/C2=CC=CC=C2.[Pd].[Pd] (Pd2(dba)3). Run in CCOC(=O)C (EtOAc), O1CCOCC1 (dioxane). Run at temperature 95 celsius. Yields the product C(#N)CC1(CCN(CC1)C(=O)OC(C)(C)C)N1N=C(C(=C1)C(=O)OC)NC1=CC=CC=C1 (tert-Butyl 4-(cyanomethyl)-4-[4-(methoxycarbonyl)-3-(phenylamino)-1H-pyrazol-1-yl]piperidine-1-carboxylate). RXN SMILES: [NH2:1][C:2]1[C:6]([C:7]([O:9][CH3:10])=[O:8])=[CH:5][N:4]([C:11]2([CH2:24][C:25]#[N:26])[CH2:16][CH2:15][N:14]([C:17]([O:19][C:20]([CH3:23])([CH3:22])[CH3:21])=[O:18])[CH2:13][CH2:12]2)[N:3]=1.[O-]P([O-])([O-])=O.[K+].[K+].[K+].Br[C:36]1[CH:41]=[CH:40][CH:39]=[CH:38][CH:37]=1.CC(C1C=C(C(C)C)C(C2C=CC=CC=2P(C2CCCCC2)C2CCCCC2)=C(C(C)C)C=1)C>CCOC(C)=O.C1C=CC(/C=C/C(/C=C/C2C=CC=CC=2)=O)=CC=1.C1C=CC(/C=C/C(/C=C/C2C=CC=CC=2)=O)=CC=1.C1C=CC(/C=C/C(/C=C/C2C=CC=CC=2)=O)=CC=1.[Pd].[Pd].O1CCOCC1>[C:25]([CH2:24][C:11]1([N:4]2[CH:5]=[C:6]([C:7]([O:9][CH3:10])=[O:8])[C:2]([NH:1][C:36]3[CH:41]=[CH:40][CH:39]=[CH:38][CH:37]=3)=[N:3]2)[CH2:12][CH2:13][N:14]([C:17]([O:19][C:20]([CH3:22])([CH3:21])[CH3:23])=[O:18])[CH2:15][CH2:16]1)#[N:26] |f:1.2.3.4,8.9.10.11.12|. Procedure details: To a microwave vessel was added tert-butyl 4-[3-amino-4-(methoxycarbonyl)-1H-pyrazol-1-yl]-4-(cyanomethyl)piperidine-1-carboxylate (0.400 g, 1.10 mmol), K3PO4 (467 mg, 2.20 mmol), bromobenzene (0.13 mL, 1.2 mmol), and dioxane (5.5 mL). The mixture was degassed by bubbling argon for 5 minutes. Pd2(dba)3 (50 mg, 0.05 mmol) and X-Phos (79 mg, 0.16 mmol) were added, and the vial was sealed and heated to 95° C. for 3 hours. The reaction was then cooled to ambient temperature, diluted with EtOAc, filt... The solvent is CN(C)C=O (DMF), C(Cl)Cl (DCM). Reported procedure: A mixture of 5-[5-(2,6-dichloro-phenylmethanesulfonyl)-2-oxo-1,2-dihydro-indol-(3Z)-ylidenemethyl]-2,4-dimethyl-1H-pyrrole-3-carboxylic acid (250 mg, 0.5 mmol), HOBt (65 mg), EDAC (191 mg), (R)-piperidine-3-carboxylic acid cyclopropylamide (250 mg) and TEA (7 drops) in DMF (3 mL) was stirred at rt for overnight. The reaction was diluted with DCM, washed with water, 10% sodium carbonate, dried and concentrated. The residue was purified on a silica gel column to give 200 mg of the titled compound. The reagents and catalysts are TEA. RXN SMILES: [Cl:1][C:2]1[CH:7]=[CH:6][CH:5]=[C:4]([Cl:8])[C:3]=1[CH2:9][S:10]([C:13]1[CH:14]=[C:15]2[C:19](=[CH:20][CH:21]=1)[NH:18][C:17](=[O:22])/[C:16]/2=[CH:23]\[C:24]1[NH:28][C:27]([CH3:29])=[C:26]([C:30]([OH:32])=O)[C:25]=1[CH3:33])(=[O:12])=[O:11].C1C=CC2N(O)N=NC=2C=1.CCN=C=NCCCN(C)C.[CH:55]1([NH:58][C:59]([C@@H:61]2[CH2:66][CH2:65][CH2:64][NH:63][CH2:62]2)=[O:60])[CH2:57][CH2:56]1>CN(C=O)C.C(Cl)Cl>[CH:55]1([NH:58][C:59]([C@@H:61]2[CH2:66][CH2:65][CH2:64][N:63]([C:30]([C:26]3[C:25]([CH3:33])=[C:24](/[CH:23]=[C:16]4\[C:17](=[O:22])[NH:18][C:19]5[C:15]\4=[CH:14][C:13]([S:10]([CH2:9][C:3]4[C:2]([Cl:1])=[CH:7][CH:6]=[CH:5][C:4]=4[Cl:8])(=[O:11])=[O:12])=[CH:21][CH:20]=5)[NH:28][C:27]=3[CH3:29])=[O:32])[CH2:62]2)=[O:60])[CH2:57][CH2:56]1. Starting materials: ClC1=C(C(=CC=C1)Cl)CS(=O)(=O)C=1C=C2/C(/C(NC2=CC1)=O)=C/C1=C(C(=C(N1)C)C(=O)O)C (5-[5-(2,6-dichloro-phenylmethanesulfonyl)-2-oxo-1,2-dihydro-indol-(3Z)-ylidenemethyl]-2,4-dimethyl-1H-pyrrole-3-carboxylic acid), C=1C=CC2=C(C1)N=NN2O (HOBt), CCN=C=NCCCN(C)C (EDAC), C1(CC1)NC(=O)[C@H]1CNCCC1 ((R)-piperidine-3-carboxylic acid cyclopropylamide). The product is C1(CC1)NC(=O)[C@H]1CN(CCC1)C(=O)C1=C(NC(=C1C)\C=C\1/C(NC2=CC=C(C=C12)S(=O)(=O)CC1=C(C=CC=C1Cl)Cl)=O)C ((R)-1-{5-[5-(2,6-Dichloro-phenylmethanesulfonyl)-2-oxo-1,2-dihydro-indol-(3Z)-ylidenemethyl]-2,4-dimethyl-1H-pyrrole-3-carbonyl}-piperidine-3-carboxylic acid cyclopropylamide). Run at time 8 hour. Yield: 61.0%. Starting materials: [BH4-], C[O-], CO, O=Cc1ccc(I)cc1, NCC1=C2C(=O)N=C(N)N=C2N=C1, [Na+], [Na+]. The product is NC1=NC(=O)C2=C(CNCc3ccc(I)cc3)C=NC2=N1. As a reaction SMILES: [BH4-:26].[CH3:23][O-:24].[CH3:28][OH:29].[I:14][c:15]1[cH:16][cH:17][c:18]([CH:19]=[O:20])[cH:21][cH:22]1.[NH2:1][C:2]1=[N:3][C:4](=[O:13])[C:5]2=[C:10]([CH2:11][NH2:12])[CH:9]=[N:8][C:6]2=[N:7]1.[Na+:25].[Na+:27]>>[NH2:1][C:2]1=[N:3][C:4](=[O:13])[C:5]2=[C:10]([CH2:11][NH:12][CH2:19][c:18]3[cH:17][cH:16][c:15]([I:14])[cH:22][cH:21]3)[CH:9]=[N:8][C:6]2=[N:7]1. Conditions: time 20 hour. The reactants are C(C)C=1N(C2=CC=CC(=C2C1C(C(=O)N)=O)OC)CC1=CC=CC=C1 (2-ethyl-4-methoxy-alpha-oxo-1-(phenylmethyl)-1H-indole-3-acetamide), [BH4-].[Na+] (sodium borohydride). Procedure details: A mixture of 1 g (3 mmol) of 2-ethyl-4-methoxy-alpha-oxo-1-(phenylmethyl)-1H-indole-3-acetamide and 142 mg (3.75 mmol) of sodium borohydride and 100 mL of ethanol was stirred for 20 hours, and evaporated at reduced pressure. The residue was taken up in ethyl acetate and water, the ethyl acetate separated and washed with brine and dried (MgSO4). The solution was concentrated at reduced pressure and the residue stirred with ether. The insoluble material was filtered to give 893 mg (88%) of 2-ethyl... Product: C(C)C=1N(C2=CC=CC(=C2C1C(C(=O)N)O)OC)CC1=CC=CC=C1 (2-ethyl-4-methoxy-alpha-hydroxy-1-(phenylmethyl)-1H-indole-3-acetamide). The yield is 88.0%. The solvent is C(C)O (ethanol). RXN SMILES: [CH2:1]([C:3]1[N:4]([CH2:19][C:20]2[CH:25]=[CH:24][CH:23]=[CH:22][CH:21]=2)[C:5]2[C:10]([C:11]=1[C:12](=[O:16])[C:13]([NH2:15])=[O:14])=[C:9]([O:17][CH3:18])[CH:8]=[CH:7][CH:6]=2)[CH3:2].[BH4-].[Na+]>C(O)C>[CH2:1]([C:3]1[N:4]([CH2:19][C:20]2[CH:21]=[CH:22][CH:23]=[CH:24][CH:25]=2)[C:5]2[C:10]([C:11]=1[CH:12]([OH:16])[C:13]([NH2:15])=[O:14])=[C:9]([O:17][CH3:18])[CH:8]=[CH:7][CH:6]=2)[CH3:2] |f:1.2|. Starting materials: C(C)OC(=O)C1=NN(C(=C1)N)CC1=C(C=CC=C1)F (ethyl-5-amino-1-(2-fluorobenzyl)-1H-pyrazole-3-carboxylate), CN(C=C(C=O)F)C (3-(dimethylamino)-2-fluoroacrylaldehyde), FC(C(=O)O)(F)F (trifluoroacetic acid). Run in O1CCOCC1 (dioxane). The product is C(C)OC(=O)C1=NN(C2=NC=C(C=C21)F)CC2=C(C=CC=C2)F (Ethyl-5-fluoro-1-(2-fluorobenzyl)-1H-pyrazolo[3,4-b]pyridine-3-carboxylate). As a reaction SMILES: [CH2:1]([O:3][C:4]([C:6]1[CH:10]=[C:9]([NH2:11])[N:8]([CH2:12][C:13]2[CH:18]=[CH:17][CH:16]=[CH:15][C:14]=2[F:19])[N:7]=1)=[O:5])[CH3:2].CN(C)[CH:22]=[C:23]([F:26])[CH:24]=O.FC(F)(F)C(O)=O>O1CCOCC1>[CH2:1]([O:3][C:4]([C:6]1[C:10]2[C:9](=[N:11][CH:22]=[C:23]([F:26])[CH:24]=2)[N:8]([CH2:12][C:13]2[CH:18]=[CH:17][CH:16]=[CH:15][C:14]=2[F:19])[N:7]=1)=[O:5])[CH3:2]. Procedure: 13.487 g (51.228 mmol) of ethyl-5-amino-1-(2-fluorobenzyl)-1H-pyrazole-3-carboxylate (preparation described for example 20A in WO 00/06569) was put in 300 ml dioxane and 6 g (51.228 mmol) of 3-(dimethylamino)-2-fluoroacrylaldehyde (preparation described in Justus Liebigs Annalen der Chemie 1970; 99-107) was added at RT. Then 4.736 ml (61.473 mmol) of trifluoroacetic acid was added and the mixture was heated under reflux for 3 days, with stirring. After cooling, it was concentrated by vacuum evap...